Dataset: the Open Reaction Database (ORD), a public repository of structured organic reaction records. Task: describe an organic reaction: reactants, conditions, products, and yield Starting materials: C(C=C)(=O)NCCCCOC1=C(C=CC=C1)CC(=O)OCCCCNC(C=C)=O (4-Acrylamidobutyl 2-(4-acrylamidobutoxy)phenylacetate), C(C=C)(=O)NCCCCOC(C(=O)OCCCCNC(C=C)=O)C1=CC=CC=C1 (4-Acrylamidobutyl α-(4-acrylamidobutoxy)phenylacetate), C(C=C)(=O)NCCCCOC=1C=C(C=CC1)CC(=O)OCCCCNC(C=C)=O (4-Acrylamidobutyl 3-(4-acrylamidobutoxy)phenylacetate), C(C=C)(=O)NCCCCOC1=CC=C(C=C1)CC(=O)OCCCCNC(C=C)=O (4-Acrylamidobutyl 4-(4-acrylamidobutoxy)phenylacetate). Product: C(C=C)(=O)NCCCCOC1=CC=C(C(=O)OCC2=CC=CC=C2)C=C1 (Benzyl 4-(4-acrylamidobutoxy)benzoate). As a reaction SMILES: [C:1]([NH:5][CH2:6][CH2:7][CH2:8][CH2:9][O:10][C:11]1[CH:16]=[CH:15][CH:14]=[CH:13][C:12]=1CC(OCCCCNC(=O)C=C)=O)(=[O:4])[CH:2]=[CH2:3].C(NCCCCO[C:40]1[CH:41]=[C:42]([CH2:46]C(OCCCCNC(=O)C=C)=O)[CH:43]=[CH:44][CH:45]=1)(=O)C=C.C(NCCCCOC1C=CC(C[C:76]([O:78]CCCCNC(=O)C=C)=[O:77])=CC=1)(=O)C=C.C(NCCCCOC(C1C=CC=CC=1)C(OCCCCNC(=O)C=C)=O)(=O)C=C>>[C:1]([NH:5][CH2:6][CH2:7][CH2:8][CH2:9][O:10][C:11]1[CH:12]=[CH:13][C:14]([C:76]([O:78][CH2:46][C:42]2[CH:41]=[CH:40][CH:45]=[CH:44][CH:43]=2)=[O:77])=[CH:15][CH:16]=1)(=[O:4])[CH:2]=[CH2:3]. Procedure: 4-Acrylamidobutyl 2-(4-acrylamidobutoxy)phenylacetate; 4-Acrylamidobutyl 3-(4-acrylamidobutoxy)phenylacetate; 4-Acrylamidobutyl 4-(4-acrylamidobutoxy)phenylacetate; 4-Acrylamidobutyl α-(4-acrylamidobutoxy)phenylacetate;